This data is from the Open Reaction Database (ORD), a public repository of structured organic reaction records. The task is: describe an organic reaction: reactants, conditions, products, and yield Starting materials: ClC1=CC=C(CCl)C=C1 (4-chlorobenzyl chloride), [OH-].[Na+] (sodium hydroxide), C(C)#N (acetonitrile), C(C)#N (acetonitrile), C(CC)N (propylamine). Solvent: O (water). Run at time 45 minute. Product: ClC1=CC=C(CNCCC)C=C1 (N-4-chlorobenzyl-N-propylamine). As a reaction SMILES: [Cl:1][C:2]1[CH:9]=[CH:8][C:5]([CH2:6]Cl)=[CH:4][CH:3]=1.C(#N)C.[CH2:13]([NH2:16])[CH2:14][CH3:15].[OH-].[Na+]>O>[Cl:1][C:2]1[CH:9]=[CH:8][C:5]([CH2:6][NH:16][CH2:13][CH2:14][CH3:15])=[CH:4][CH:3]=1 |f:3.4|. Procedure details: A solution of 48.3 g. 4-chlorobenzyl chloride in 40 ml. acetonitrile was added to a mixture of 18 g. propylamine, 12.6 g. sodium hydroxide, 50 ml. acetonitrile and 30 ml. water. The mixture was shaken intermittently for 45 minutes. An exothermic reaction occurred and a white solid separated in the lower phase. After a period of four days the reaction mixture was poured into a liter of water and the organic phase isolated with ether. Distillation of the ethereal extract gave an oily product N-4-c... The reactants are COCCO, CO, CS(=O)(=O)NC1CCCCC1Nc1nc(Cl)ncc1Cl, Cl, CCN1CCNC(=O)c2ccc(N)cc21, C1COCCO1. Product: CCN1CCNC(=O)c2ccc(Nc3ncc(Cl)c(NC4CCCCC4NS(C)(=O)=O)n3)cc21. RXN SMILES: [CH3:37][O:38][CH2:39][CH2:40][OH:41].[CH3:48][OH:49].[Cl:16][c:17]1[n:18][cH:19][c:20]([Cl:35])[c:21]([NH:23][CH:24]2[CH:25]([NH:30][S:31](=[O:32])(=[O:33])[CH3:34])[CH2:26][CH2:27][CH2:28][CH2:29]2)[n:22]1.[ClH:36].[NH2:1][c:2]1[cH:3][cH:4][c:5]2[c:6]([cH:15]1)[N:7]([CH2:13][CH3:14])[CH2:8][CH2:9][NH:10][C:11]2=[O:12].[O:42]1[CH2:43][CH2:44][O:45][CH2:46][CH2:47]1>>[NH:1]([c:2]1[cH:3][cH:4][c:5]2[c:6]([cH:15]1)[N:7]([CH2:13][CH3:14])[CH2:8][CH2:9][NH:10][C:11]2=[O:12])[c:17]1[n:18][cH:19][c:20]([Cl:35])[c:21]([NH:23][CH:24]2[CH:25]([NH:30][S:31](=[O:32])(=[O:33])[CH3:34])[CH2:26][CH2:27][CH2:28][CH2:29]2)[n:22]1. Starting materials: O=C([O-])O, COc1cc(CN2CCNCC2)cc(OC)c1OC, CC#N, COc1ccc(OC(=O)CCl)cc1, Cl, Cl, [Na+]. Yields the product COc1ccc(OC(=O)CN2CCN(Cc3cc(OC)c(OC)c(OC)c3)CC2)cc1. As a reaction SMILES: [C:35](=[O:36])([O-:37])[OH:38].[CH3:3][O:4][c:5]1[cH:6][c:7]([CH2:8][N:9]2[CH2:10][CH2:11][NH:12][CH2:13][CH2:14]2)[cH:15][c:16]([O:20][CH3:21])[c:17]1[O:18][CH3:19].[CH3:40][C:41]#[N:42].[Cl:22][CH2:23][C:24](=[O:25])[O:26][c:27]1[cH:28][cH:29][c:30]([O:33][CH3:34])[cH:31][cH:32]1.[ClH:1].[ClH:2].[Na+:39]>>[CH3:3][O:4][c:5]1[cH:6][c:7]([CH2:8][N:9]2[CH2:10][CH2:11][N:12]([CH2:23][C:24](=[O:25])[O:26][c:27]3[cH:28][cH:29][c:30]([O:33][CH3:34])[cH:31][cH:32]3)[CH2:13][CH2:14]2)[cH:15][c:16]([O:20][CH3:21])[c:17]1[O:18][CH3:19].